From a dataset of the Open Reaction Database (ORD), a public repository of structured organic reaction records. describe an organic reaction: reactants, conditions, products, and yield Starting materials: N([C@H](CC1=CC=CC=C1)C(=O)O)C(=O)OC(C)(C)C (Boc-D-Phe-OH), N1[C@H](C(=O)OCC2=CC=CC=C2)CCC1.Cl (Pro-OBn hydrochloride), C=1C=CC2=C(C1)N=NN2O (HOBT), C(C)(C)N(C(C)C)CC (N,N-diisopropylethylamine), Cl.CN(CCCN=C=NCC)C (1-(3-dimethylaminopropyl)-3-ethylcarbodiimide hydrochloride). The solvent is ClCCl (dichloromethane), C(C)OCC (diethyl ether). Conditions: time 18 hour. Product: N([C@H](CC1=CC=CC=C1)C(=O)N1[C@H](C(=O)OCC2=CC=CC=C2)CCC1)C(=O)OC(C)(C)C (Boc-D-Phe-Pro-OBn). Isolated yield 92.1%. RXN SMILES: [NH:1]([C:13]([O:15][C:16]([CH3:19])([CH3:18])[CH3:17])=[O:14])[C@@H:2]([C:10]([OH:12])=O)[CH2:3][C:4]1[CH:9]=[CH:8][CH:7]=[CH:6][CH:5]=1.[NH:20]1[CH2:34][CH2:33][CH2:32][C@H:21]1[C:22]([O:24][CH2:25][C:26]1[CH:31]=[CH:30][CH:29]=[CH:28][CH:27]=1)=[O:23].Cl.C1C=CC2N(O)N=NC=2C=1.C(N(CC)C(C)C)(C)C.Cl.CN(C)CCCN=C=NCC>ClCCl.C(OCC)C>[NH:1]([C:13]([O:15][C:16]([CH3:19])([CH3:18])[CH3:17])=[O:14])[C@@H:2]([C:10]([N:20]1[CH2:34][CH2:33][CH2:32][C@H:21]1[C:22]([O:24][CH2:25][C:26]1[CH:27]=[CH:28][CH:29]=[CH:30][CH:31]=1)=[O:23])=[O:12])[CH2:3][C:4]1[CH:5]=[CH:6][CH:7]=[CH:8][CH:9]=1 |f:1.2,5.6|. Procedure: To a solution of Boc-D-Phe-OH (89.1 g, 336 mmol), Pro-OBn hydrochloride (81.2 g, 336 mmol), HOBT (50 g, 370 mmol) and N,N-diisopropylethylamine (176 mL, 1,008 mmol) at 0° C. in dichloromethane (600 mL) was added 1-(3-dimethylaminopropyl)-3-ethylcarbodiimide hydrochloride (71 g, 370 mmol). After stirring for 18 hours, the mixture was diluted with diethyl ether (1 L) and washed sequentially three times with 1N citric acid (250 mL), once with water (250 mL), three times with saturated aqueous sodiu... Reactants: C(C)OC(=O)C1CCC2CCC(N12)=O (hexahydro-5-oxo-1H-pyrrolizine-3-carboxylic acid ethyl ester), C(C)NN(NCC)CC (N,N-diethylaminoethylamine). Run at temperature 80 celsius. Yields the product C(C)N(CC)CCNC(=O)C1CCC2CCC(N12)=O (N-[N,N-diethylamino-ethyl]hexahydro-5-oxo-1H-pyrrolizine-3-carboxamide). RXN SMILES: C(O[C:4]([CH:6]1[N:13]2[CH:9]([CH2:10][CH2:11][C:12]2=[O:14])[CH2:8][CH2:7]1)=[O:5])C.C(N[N:18]([CH2:22][CH3:23])NCC)C>>[CH2:12]([N:13]([CH2:23][CH2:22][NH:18][C:4]([CH:6]1[N:13]2[CH:9]([CH2:10][CH2:11][C:12]2=[O:14])[CH2:8][CH2:7]1)=[O:5])[CH2:6][CH3:4])[CH3:11]. Reported procedure: A solution of hexahydro-5-oxo-1H-pyrrolizine-3-carboxylic acid ethyl ester (5.0 g, 0.0254 mol) in N,N-diethylaminoethylamine (23.2 g, 0.2 mol) is stirred at room temperature 24 hours and heated at 80° C. for 24 hours. The solution is concentrated at reduced pressure and distilled to yield N-[N,N-diethylamino-ethyl]hexahydro-5-oxo-1H-pyrrolizine-3-carboxamide